This data is from the Open Reaction Database (ORD), a public repository of structured organic reaction records. The task is: describe an organic reaction: reactants, conditions, products, and yield RXN SMILES: [OH:1][N:2]=[C:3]([NH2:10])[C:4]1[CH:9]=[CH:8][CH:7]=[N:6][CH:5]=1.[Cl:11][C:12]1[CH:13]=[C:14]([CH:18]=[CH:19][C:20]=1[Cl:21])[C:15](O)=O.N>>[Cl:11][C:12]1[CH:13]=[C:14]([C:15]2[O:1][N:2]=[C:3]([C:4]3[CH:5]=[N:6][CH:7]=[CH:8][CH:9]=3)[N:10]=2)[CH:18]=[CH:19][C:20]=1[Cl:21]. The reactants are ON=C(C1=CN=CC=C1)N (N′-hydroxynicotinimidamide), ClC=1C=C(C(=O)O)C=CC1Cl (3,4-dichlorobenzoic acid), N (NH3). The product is ClC=1C=C(C=CC1Cl)C1=NC(=NO1)C=1C=NC=CC1 (5-(3,4-dichlorophenyl)-3-(pyridin-3-yl)-1,2,4-oxadiazole). Procedure: The title compound was prepared according to the procedure of Example 8 using N′-hydroxynicotinimidamide (Aldrich) and 3,4-dichlorobenzoic acid (Aldrich). 1H NMR (300 MHz, CD3OD) δ 7.64 (ddd, J=8.0, 5.1, 0.8 Hz, 1 H), 7.82 (d, J=8.3 Hz, 1 H), 8.14-8.19 (m, 1 H), 8.40 (d, J=2.0 Hz, 1 H), 8.56 (dt, J=7.9, 2.0 Hz, 1 H), 8.75 (dd, J=5.2, 1.6 Hz, 1 H), 9.29 (dd, J=2.2, 1.0 Hz, 1 H) ppm; MS (DCI/NH3) m/z 292 (M+H)+. Starting materials: FC(C(=O)O)(F)F (trifluoroacetic acid), resultant solution, FC1=CC=C(C=C1)C(C)=O (4′-fluoroacetophenone), FC(C(=O)OI(OC(C(F)(F)F)=O)C1=CC=CC=C1)(F)F ([bis(trifluoroacetoxy)iodo]benzene), O (water). The solvent is C(C)#N (acetonitrile). Run at time 8 hour. The product is FC1=CC=C(C=C1)C(CO)=O (1-(4-Fluorophenyl)-2-hydroxyethanone). The yield is 42.9%. Reaction SMILES: [F:1][C:2]1[CH:7]=[CH:6][C:5]([C:8](=[O:10])[CH3:9])=[CH:4][CH:3]=1.FC(F)(F)C(OI(C1C=CC=CC=1)OC(=O)C(F)(F)F)=[O:14].O.FC(F)(F)C(O)=O>C(#N)C>[F:1][C:2]1[CH:7]=[CH:6][C:5]([C:8](=[O:10])[CH2:9][OH:14])=[CH:4][CH:3]=1. Reported procedure: Under a nitrogen atmosphere, a stirred solution of 4′-fluoroacetophenone (1.15 g, 8.32 mmol) in acetonitrile (42 ml) was treated with [bis(trifluoroacetoxy)iodo]benzene (7.16 g, 16.6 mmol) followed by water (8.3 ml) and trifluoroacetic acid (1.3 ml). The resultant solution was heated under reflux for 2 hr before standing overnight at ambient temperature. The solvent was then removed in vacuo; water (30 ml) was added and the mixture extracted with dichloromethane (3×30 ml). The combined extracts ... Starting materials: COC=1C=C2CCC(C(C2=CC1)=O)C/C=C/C=O ((E)-4-(6-methoxy-1-oxo-tetralin-2-yl)but-2-enal), C1(=C(C=CC=C1)CNC(=CC(C)=O)C)C (4-(o-tolylmethylamino)pent-3-en-2-one). Product: C(C)(=O)C1=C(N(C=CC1CC1C(C2=CC=C(C=C2CC1)OC)=O)CC1=C(C=CC=C1)C)C (2-[[3-acetyl-2-methyl-1-(o-tolylmethyl)-4H-pyridin-4-yl]methyl]-6-methoxy-tetralin-1-one). Reaction SMILES: [CH3:1][O:2][C:3]1[CH:4]=[C:5]2[C:10](=[CH:11][CH:12]=1)[C:9](=[O:13])[CH:8]([CH2:14]/[CH:15]=[CH:16]/[CH:17]=O)[CH2:7][CH2:6]2.[C:19]1([CH3:33])[CH:24]=[CH:23][CH:22]=[CH:21][C:20]=1[CH2:25][NH:26][C:27]([CH3:32])=[CH:28][C:29](=[O:31])[CH3:30]>>[C:29]([C:28]1[CH:15]([CH2:14][CH:8]2[CH2:7][CH2:6][C:5]3[C:10](=[CH:11][CH:12]=[C:3]([O:2][CH3:1])[CH:4]=3)[C:9]2=[O:13])[CH:16]=[CH:17][N:26]([CH2:25][C:20]2[CH:21]=[CH:22][CH:23]=[CH:24][C:19]=2[CH3:33])[C:27]=1[CH3:32])(=[O:31])[CH3:30]. Procedure: The title compound 71 is prepared according to the procedure reported in step D of Example 8 with aldehyde 54 (60 mg, 0.24 mmol) and enamine 72 (45 mg, 0.22 mmol) as reactants. Purification by column chromatography on SiO2 (Petroleum Ether/EtOAc=2:1) afford the title compound 71 as a yellow solid. (Yield 36 mg, 34%).